From a dataset of the Open Reaction Database (ORD), a public repository of structured organic reaction records. describe an organic reaction: reactants, conditions, products, and yield Starting materials: COc1ncc(Br)cc1Br, CCOC(C)=O, CN(C)C=O, O=P(Cl)(Cl)Cl. Product: Clc1ncc(Br)cc1Br. As a reaction SMILES: [Br:1][c:2]1[c:3]([O:9][CH3:10])[n:4][cH:5][c:6]([Br:8])[cH:7]1.[CH3:21][CH2:22][O:23][C:24]([CH3:25])=[O:26].[O:16]=[CH:17][N:18]([CH3:19])[CH3:20].[P:11]([Cl:12])([Cl:13])([Cl:14])=[O:15]>>[Br:1][c:2]1[c:3]([Cl:13])[n:4][cH:5][c:6]([Br:8])[cH:7]1. Reactants: BrC1CC1(c1ccccc1)c1ccccc1, C1CCOC1, CCCCCC, ClP(c1ccccc1)c1ccccc1, I[Cu]I, I, [Mg]. The product is CC1(P(c2ccccc2)c2ccccc2)CC1(c1ccccc1)c1ccccc1. As a reaction SMILES: [Br:1][CH:2]1[C:3]([c:5]2[cH:6][cH:7][cH:8][cH:9][cH:10]2)([c:11]2[cH:12][cH:13][cH:14][cH:15][cH:16]2)[CH2:4]1.[CH2:42]1[O:43][CH2:44][CH2:45][CH2:46]1.[CH3:33][CH2:34][CH2:35][CH2:36][CH2:37][CH3:38].[Cl:19][P:20]([c:21]1[cH:22][cH:23][cH:24][cH:25][cH:26]1)[c:27]1[cH:28][cH:29][cH:30][cH:31][cH:32]1.[Cu:39]([I:40])[I:41].[I:18].[Mg:17]>>[C:2]1([P:20]([c:21]2[cH:22][cH:23][cH:24][cH:25][cH:26]2)[c:27]2[cH:28][cH:29][cH:30][cH:31][cH:32]2)([CH3:33])[C:3]([c:5]2[cH:6][cH:7][cH:8][cH:9][cH:10]2)([c:11]2[cH:12][cH:13][cH:14][cH:15][cH:16]2)[CH2:4]1. Starting materials: BrB(Br)Br, CCSc1nc2cc(C(F)(F)F)ccc2c(C)c1C(=O)NCc1ccccc1OC, ClCCl, O. Product: CCSc1nc2cc(C(F)(F)F)ccc2c(C)c1C(=O)NCc1ccccc1O. Reaction SMILES: [B:31]([Br:32])([Br:33])[Br:34].[CH2:1]([CH3:2])[S:3][c:4]1[n:5][c:6]2[cH:7][c:8]([C:27]([F:28])([F:29])[F:30])[cH:9][cH:10][c:11]2[c:12]([CH3:26])[c:13]1[C:14](=[O:15])[NH:16][CH2:17][c:18]1[c:19]([O:24][CH3:25])[cH:20][cH:21][cH:22][cH:23]1.[Cl:35][CH2:36][Cl:37].[OH2:38]>>[CH2:1]([CH3:2])[S:3][c:4]1[n:5][c:6]2[cH:7][c:8]([C:27]([F:28])([F:29])[F:30])[cH:9][cH:10][c:11]2[c:12]([CH3:26])[c:13]1[C:14](=[O:15])[NH:16][CH2:17][c:18]1[c:19]([OH:24])[cH:20][cH:21][cH:22][cH:23]1. Reactants: C(Cl)Cl (methylene chloride), C(CCC)[Li] (n-butyllithium), ice, CC1(OB(OC1(C)C)CC(C)C)C (4,4,5,5-tetramethyl-2-(2-methylpropyl)-1,3,2-dioxaborolane), C(OC)COC (glyme). Conditions: time 2 hour. The product is ClC(CC(C)C)B1OC(C(O1)(C)C)(C)C (2-(1-chloro-3-methylbutyl)-4,4,5,5-tetramethyl-1,3,2-dioxaborolane). Yield: 39.5%. RXN SMILES: C([Li])[CH2:2][CH2:3][CH3:4].[CH3:6][C:7]1([CH3:18])[C:11]([CH3:13])([CH3:12])[O:10][B:9](CC(C)C)[O:8]1.[CH2:19](COC)OC.[CH2:25]([Cl:27])Cl>>[Cl:27][CH:25]([B:9]1[O:10][C:11]([CH3:12])([CH3:13])[C:7]([CH3:18])([CH3:6])[O:8]1)[CH2:19][CH:3]([CH3:2])[CH3:4]. Procedure details: 134 mL n-butyllithium (1.6 M, 0.221 mol) were added to 31.08 mL (22.43 g, 0.221 mol) ice-cold diisopropylamine containing 3 mL tetrahydrofuran. The resulting thick liquid was added to a solution of 33.98 g (0.185 mol) 4,4,5,5-tetramethyl-2-(2-methylpropyl)-1,3,2-dioxaborolane (2) in 165 mL glyme containing 17.72 mL (23.5 g, 0.277 mol) methylene chloride at -72°. When this addition was complete, the reaction mixture was stirred for 2 hours, diluted with 165 mL methylene chloride, and a white prec... The reactants are FC(C(/C=C/C=1C=C2CCCC(C2=CC1)=O)C1=CC(=C(C(=C1)Cl)Cl)Cl)(F)F ((E)-6-(4,4,4-trifluoro-3-(3,4,5-trichlorophenyl)but-1-enyl)-3,4-dihydronaphthalen-1(2H)-one), Cl.NO (hydroxylamine hydrochloride), C(C)(=O)[O-].[Na+] (sodium acetate). The solvent is CCO (EtOH). Product: FC(C(/C=C/C=1C=C2CCCC(C2=CC1)=NO)C1=CC(=C(C(=C1)Cl)Cl)Cl)(F)F (6-((E)-4,4,4-Trifluoro-3-(3,4,5-trichlorophenyl)but-1-enyl)-3,4-dihydronaphthalen-1(2H)-one oxime), solid. The yield is 73.0%. As a reaction SMILES: [F:1][C:2]([F:27])([F:26])[CH:3]([C:17]1[CH:22]=[C:21]([Cl:23])[C:20]([Cl:24])=[C:19]([Cl:25])[CH:18]=1)/[CH:4]=[CH:5]/[C:6]1[CH:7]=[C:8]2[C:13](=[CH:14][CH:15]=1)[C:12](=O)[CH2:11][CH2:10][CH2:9]2.Cl.[NH2:29][OH:30].C([O-])(=O)C.[Na+]>CCO>[F:1][C:2]([F:27])([F:26])[CH:3]([C:17]1[CH:22]=[C:21]([Cl:23])[C:20]([Cl:24])=[C:19]([Cl:25])[CH:18]=1)/[CH:4]=[CH:5]/[C:6]1[CH:7]=[C:8]2[C:13](=[CH:14][CH:15]=1)[C:12](=[N:29][OH:30])[CH2:11][CH2:10][CH2:9]2 |f:1.2,3.4|. Procedure: To a stirred solution of ((E)-6-(4,4,4-trifluoro-3-(3,4,5-trichlorophenyl)but-1-enyl)-3,4-dihydronaphthalen-1(2H)-one (0.4 g, 0.92 mmol) in EtOH (50 mL) were added hydroxylamine hydrochloride (0.128 g, 1.85 mmol) and sodium acetate (NaOAc, 0.23 g, 2.77 mmol), and the reaction mixture was heated at reflux for 3 h. The reaction mixture was concentrated under reduced pressure, and the residue was diluted with water and extracted with EtOAc. The combined organic extracts were washed with brine, drie...